This data is from the Open Reaction Database (ORD), a public repository of structured organic reaction records. The task is: describe an organic reaction: reactants, conditions, products, and yield Starting materials: O=C1NCC2(CCN(C2)C(=O)OC(C)(C)C)C(C1C(=O)OC)=O (2-tert-butyl 9-methyl 8,10-dioxo-2,7-diazaspiro[4.5]decane-2,9-dicarboxylate). The solvent is C(C)#N.O (acetonitrile water). Yields the product O=C1NCC2(CCN(C2)C(=O)OC(C)(C)C)C(C1)=O (tert-butyl 8,10-dioxo-2,7-diazaspiro[4.5]decane-2-carboxylate). Isolated yield 66.7%. As a reaction SMILES: [O:1]=[C:2]1[CH:18](C(OC)=O)[C:17](=[O:23])[C:5]2([CH2:9][N:8]([C:10]([O:12][C:13]([CH3:16])([CH3:15])[CH3:14])=[O:11])[CH2:7][CH2:6]2)[CH2:4][NH:3]1>C(#N)C.O>[O:1]=[C:2]1[CH2:18][C:17](=[O:23])[C:5]2([CH2:9][N:8]([C:10]([O:12][C:13]([CH3:15])([CH3:16])[CH3:14])=[O:11])[CH2:7][CH2:6]2)[CH2:4][NH:3]1 |f:1.2|. Reported procedure: A solution of D5 (1.90 mmol, 0.62 g) in 40 mL acetonitrile/water (1/1) was refluxed for 5 hours. The reaction mixture was evaporated in vacuo. The crude product was purified by flash silicagel chromatography (DCM/MeOH=95/5) yielding 0.34 g of a yellow oil (66%). 1H-NMR (400 MHz, CDCl3, 300K): δ=1.46 (9H, s), 1.88 (1H, m), 2.26 (1H, m), 3.50 (8H, m), 6.70 (1H, br d, 34.8 Hz); MS (ES) C13H20N2O4 requires: 268. found: 269.4 [M+H]+. The reactants are COC(=O)C1=C(c2cc(-c3ccccc3)[nH]n2)CCCC1, CI, C1CCOC1. The product is COC(=O)C1=C(c2cc(-c3ccccc3)n(C)n2)CCCC1. As a reaction SMILES: [C:1](=[O:2])([O:3][CH3:4])[C:5]1=[C:6]([c:11]2[n:12][nH:13][c:14](-[c:16]3[cH:17][cH:18][cH:19][cH:20][cH:21]3)[cH:15]2)[CH2:7][CH2:8][CH2:9][CH2:10]1.[CH3:22][I:23].[O:24]1[CH2:25][CH2:26][CH2:27][CH2:28]1>>[C:1](=[O:2])([O:3][CH3:4])[C:5]1=[C:6]([c:11]2[n:12][n:13]([CH3:22])[c:14](-[c:16]3[cH:17][cH:18][cH:19][cH:20][cH:21]3)[cH:15]2)[CH2:7][CH2:8][CH2:9][CH2:10]1. Reactants: C1CNCCN1, CS(C)=O, COc1c(F)c(F)cc2c(=O)c(C(=O)O)cn(C3CC3)c12. Product: COc1c(N2CCNCC2)c(F)cc2c(=O)c(C(=O)O)cn(C3CC3)c12. As a reaction SMILES: [CH2:22]1[CH2:23][NH:24][CH2:25][CH2:26][NH:27]1.[CH3:28][S:29](=[O:30])[CH3:31].[CH:1]1([n:4]2[cH:5][c:6]([C:19](=[O:20])[OH:21])[c:7](=[O:18])[c:8]3[cH:9][c:10]([F:17])[c:11]([F:16])[c:12]([O:14][CH3:15])[c:13]23)[CH2:2][CH2:3]1>>[CH:1]1([n:4]2[cH:5][c:6]([C:19](=[O:20])[OH:21])[c:7](=[O:18])[c:8]3[cH:9][c:10]([F:17])[c:11]([N:24]4[CH2:23][CH2:22][NH:27][CH2:26][CH2:25]4)[c:12]([O:14][CH3:15])[c:13]23)[CH2:2][CH2:3]1. Starting materials: CC(=O)OC(C)c1nccc(N2CCc3cc(-c4ccsc4)ccc3C2)n1, CO, [Li+], C1CCOC1, [OH-], O, O. Product: CC(O)c1nccc(N2CCc3cc(-c4ccsc4)ccc3C2)n1. Reaction SMILES: [C:1](=[O:2])([CH3:3])[O:4][CH:5]([CH3:6])[c:7]1[n:8][cH:9][cH:10][c:11]([N:13]2[CH2:14][c:15]3[cH:16][cH:17][c:18](-[c:23]4[cH:24][s:25][cH:26][cH:27]4)[cH:19][c:20]3[CH2:21][CH2:22]2)[n:12]1.[CH3:37][OH:38].[Li+:30].[O:32]1[CH2:33][CH2:34][CH2:35][CH2:36]1.[OH-:29].[OH2:28].[OH2:31]>>[OH:4][CH:5]([CH3:6])[c:7]1[n:8][cH:9][cH:10][c:11]([N:13]2[CH2:14][c:15]3[cH:16][cH:17][c:18](-[c:23]4[cH:24][s:25][cH:26][cH:27]4)[cH:19][c:20]3[CH2:21][CH2:22]2)[n:12]1.